Dataset: the Open Reaction Database (ORD), a public repository of structured organic reaction records. Task: describe an organic reaction: reactants, conditions, products, and yield Starting materials: CCOCC, ClCCl, O, COCCCN1C(=O)C(C)(C)Oc2ccc(N(C(=O)C3CC(NC(=O)C(COCC[Si](C)(C)C)C(C)C)CN(C(=O)OCC4c5ccccc5-c5ccccc54)C3)C3CC3)cc21. The product is COCCCN1C(=O)C(C)(C)Oc2ccc(N(C(=O)C3CC(NC(=O)C(CO)C(C)C)CN(C(=O)OCC4c5ccccc5-c5ccccc54)C3)C3CC3)cc21. RXN SMILES: [CH3:63][CH2:64][O:65][CH2:66][CH3:67].[Cl:68][CH2:69][Cl:70].[OH2:71].[cH:1]1[cH:2][cH:3][cH:4][c:5]2[c:13]1[CH:12]([CH2:14][O:15][C:16](=[O:17])[N:18]1[CH2:19][CH:20]([C:39]([N:40]([c:41]3[cH:42][cH:43][c:44]4[c:45]([cH:58]3)[N:46]([CH2:53][CH2:54][CH2:55][O:56][CH3:57])[C:47](=[O:52])[C:48]([CH3:50])([CH3:51])[O:49]4)[CH:59]3[CH2:60][CH2:61]3)=[O:62])[CH2:21][CH:22]([NH:24][C:25]([CH:26]([CH:27]([CH3:28])[CH3:29])[CH2:30][O:31][CH2:32][CH2:33][Si:34]([CH3:35])([CH3:36])[CH3:37])=[O:38])[CH2:23]1)[c:11]1[c:6]-2[cH:7][cH:8][cH:9][cH:10]1>>[cH:1]1[cH:2][cH:3][cH:4][c:5]2[c:13]1[CH:12]([CH2:14][O:15][C:16](=[O:17])[N:18]1[CH2:19][CH:20]([C:39]([N:40]([c:41]3[cH:42][cH:43][c:44]4[c:45]([cH:58]3)[N:46]([CH2:53][CH2:54][CH2:55][O:56][CH3:57])[C:47](=[O:52])[C:48]([CH3:50])([CH3:51])[O:49]4)[CH:59]3[CH2:60][CH2:61]3)=[O:62])[CH2:21][CH:22]([NH:24][C:25]([CH:26]([CH:27]([CH3:28])[CH3:29])[CH2:30][OH:31])=[O:38])[CH2:23]1)[c:11]1[c:6]-2[cH:7][cH:8][cH:9][cH:10]1. Starting materials: ClCCl, CSCc1cnc(N)cn1, CN(C)C=O, CS(=O)(=O)c1ccc(C(CC2CCCC2)C(=O)O)cc1Cl, O=C(Cl)C(=O)Cl, c1ccncc1. Product: CSCc1cnc(NC(=O)C(CC2CCCC2)c2ccc(S(C)(=O)=O)c(Cl)c2)cn1. Reaction SMILES: [CH2:44]([Cl:45])[Cl:46].[CH3:28][S:29][CH2:30][c:31]1[n:32][cH:33][c:34]([NH2:37])[n:35][cH:36]1.[CH3:47][N:48]([CH3:49])[CH:50]=[O:51].[Cl:1][c:2]1[cH:3][c:4]([CH:12]([C:13](=[O:14])[OH:15])[CH2:16][CH:17]2[CH2:18][CH2:19][CH2:20][CH2:21]2)[cH:5][cH:6][c:7]1[S:8](=[O:9])(=[O:10])[CH3:11].[Cl:22][C:23]([C:24]([Cl:25])=[O:26])=[O:27].[cH:38]1[cH:39][cH:40][n:41][cH:42][cH:43]1>>[Cl:1][c:2]1[cH:3][c:4]([CH:12]([C:13](=[O:15])[NH:37][c:34]2[cH:33][n:32][c:31]([CH2:30][S:29][CH3:28])[cH:36][n:35]2)[CH2:16][CH:17]2[CH2:18][CH2:19][CH2:20][CH2:21]2)[cH:5][cH:6][c:7]1[S:8](=[O:9])(=[O:10])[CH3:11].